This data is from the Open Reaction Database (ORD), a public repository of structured organic reaction records. The task is: describe an organic reaction: reactants, conditions, products, and yield Reactants: CCO, O=C1C2CC2(c2ccc([N+](=O)[O-])cc2)C(=O)N1CC1CCCCC1. Product: Nc1ccc(C23CC2C(=O)N(CC2CCCCC2)C3=O)cc1. As a reaction SMILES: [CH3:25][CH2:26][OH:27].[CH:1]1([CH2:7][N:8]2[C:9](=[O:24])[C:10]3([c:15]4[cH:16][cH:17][c:18]([N+:21]([O-:22])=[O:23])[cH:19][cH:20]4)[CH2:11][CH:12]3[C:13]2=[O:14])[CH2:2][CH2:3][CH2:4][CH2:5][CH2:6]1>>[CH:1]1([CH2:7][N:8]2[C:9](=[O:24])[C:10]3([c:15]4[cH:16][cH:17][c:18]([NH2:21])[cH:19][cH:20]4)[CH2:11][CH:12]3[C:13]2=[O:14])[CH2:2][CH2:3][CH2:4][CH2:5][CH2:6]1. Reaction SMILES: [OH:1][C:2]1[CH:3]=[C:4]([NH:10][C:11]([NH2:13])=[S:12])[CH:5]=[CH:6][C:7]=1[O:8][CH3:9].Br[CH2:15][C:16](=O)[CH3:17]>CN(C=O)C>[CH3:9][O:8][C:7]1[CH:6]=[CH:5][C:4]([NH:10][C:11]2[S:12][CH:15]=[C:16]([CH3:17])[N:13]=2)=[CH:3][C:2]=1[OH:1]. Product: COC1=C(C=C(C=C1)NC=1SC=C(N1)C)O (2-Methoxy-5-(4-methylthiazol-2-ylamino)phenol). Isolated yield 26.0%. Reactants: OC=1C=C(C=CC1OC)NC(=S)N (1-(3-hydroxy-4-methoxyphenyl)thiourea), BrCC(C)=O (bromoacetone). Procedure details: Following the general procedure for the synthesis of derivatives 6 and 7, a solution of 1-(3-hydroxy-4-methoxyphenyl)thiourea (100 mg, 0.50 mmol) and bromoacetone (83 mg, 0.60 mmol) in dry DMF (2.0 mL) was heated at 60° C. for 6 h. The title compound was obtained after purification by flash chromatography on silica gel (hexane:EtOAc 6/4) in 26% yield (30 mg). Solvent: CN(C)C=O (DMF).